From a dataset of the Open Reaction Database (ORD), a public repository of structured organic reaction records. describe an organic reaction: reactants, conditions, products, and yield The reactants are O=C(O)C12CC3CC(CC(C3)C1)C2, C=CCNCC(O)COc1cccc2c1CC(=O)N2, CN(C)P(=O)(N(C)C)N(C)C, [Cl-], Cl, N, O. Yields the product C=CCNCC(COc1cccc2c1CC(=O)N2)OC(=O)C12CC3CC(CC(C3)C1)C2. As a reaction SMILES: [C:22]12([C:32](=[O:33])[OH:34])[CH2:23][CH:24]3[CH2:25][CH:26]([CH2:27][CH:28]([CH2:29]1)[CH2:30]3)[CH2:31]2.[CH2:1]([CH:2]=[CH2:3])[NH:4][CH2:5][CH:6]([CH2:7][O:8][c:9]1[c:10]2[c:14]([cH:15][cH:16][cH:17]1)[NH:13][C:12](=[O:18])[CH2:11]2)[OH:19].[CH3:36][N:37]([CH3:38])[P:39](=[O:40])([N:41]([CH3:42])[CH3:43])[N:44]([CH3:45])[CH3:46].[Cl-:21].[ClH:20].[NH3:35].[OH2:47]>>[CH2:1]([CH:2]=[CH2:3])[NH:4][CH2:5][CH:6]([CH2:7][O:8][c:9]1[c:10]2[c:14]([cH:15][cH:16][cH:17]1)[NH:13][C:12](=[O:18])[CH2:11]2)[O:19][C:32]([C:22]12[CH2:23][CH:24]3[CH2:25][CH:26]([CH2:27][CH:28]([CH2:29]1)[CH2:30]3)[CH2:31]2)=[O:33].